This data is from the Open Reaction Database (ORD), a public repository of structured organic reaction records. The task is: describe an organic reaction: reactants, conditions, products, and yield Starting materials: C(C)OC(=O)C1=CN2C(CC(C3=C2C(C1=O)=CC(=C3Cl)F)=O)C (8-chloro-9-fluoro-5-methyl-6,7-dihydro-1,7-dioxo-1H,5H-benzo[ij]quinolizine-2-carboxylic acid ethyl ester), N1CCNCC1 (piperazine). Run in C(Cl)(Cl)Cl (chloroform). Run at time 6 hour. Product: C(C)OC(=O)C1=CN2C(CC(C3=C2C(C1=O)=CC(=C3N3CCNCC3)F)=O)C (9-fluoro-5-methyl-8-(1-piperazinyl)-6,7-dihydro-1,7-dioxo-1H,5H-benzo[ij]quinolizine-2-carboxylic acid ethyl ester). Isolated yield 61.8%. RXN SMILES: [CH2:1]([O:3][C:4]([C:6]1[C:15](=[O:16])[C:14]2=[CH:17][C:18]([F:21])=[C:19](Cl)[C:12]3=[C:13]2[N:8]([CH:9]([CH3:23])[CH2:10][C:11]3=[O:22])[CH:7]=1)=[O:5])[CH3:2].[NH:24]1[CH2:29][CH2:28][NH:27][CH2:26][CH2:25]1>C(Cl)(Cl)Cl>[CH2:1]([O:3][C:4]([C:6]1[C:15](=[O:16])[C:14]2=[CH:17][C:18]([F:21])=[C:19]([N:24]3[CH2:29][CH2:28][NH:27][CH2:26][CH2:25]3)[C:12]3=[C:13]2[N:8]([CH:9]([CH3:23])[CH2:10][C:11]3=[O:22])[CH:7]=1)=[O:5])[CH3:2]. Procedure: 6.75 g (0.02 mole) of 8-chloro-9-fluoro-5-methyl-6,7-dihydro-1,7-dioxo-1H,5H-benzo[ij]quinolizine-2-carboxylic acid ethyl ester was suspended in 120 ml of chloroform, 6.89 g (0.08 mole) of piperazine was added thereto, and this mixture was stirred at 20°-25° C. for 6 hours. The resulting reaction solution was concentrated under reduced pressure and the residue thus obtained was purified by silica gel column chromatography [using a chloroform-methanol mixture (with a volume ratio of 10.1) as the ... Reactants: aldehyde, OC1=CC=2C=3C4=C(C(=CC3NC2C=C1)I)C(NC4=O)=O (9-hydroxy-4-iodopyrrolo[3,4-c]carbazole-1,3(2H,6H)-dione), [Br-].ClC1=C(C[P+](C2=CC=CC=C2)(C2=CC=CC=C2)C2=CC=CC=C2)C=CC(=C1)OC ((2-Chloro-4-methoxybenzyl)(triphenyl)phosphonium bromide), [Li+].CC(C)[N-]C(C)C (LDA), [Li+].CC(C)[N-]C(C)C (LDA), aldehyde. Reaction conditions: time 5 hour. Yields the product ClC1=C(C=CC(=C1)OC)/C=C/C=1NC2=CC=C(C=C2C1)OC (2-[(E)-2-(2-Chloro-4-methoxyphenyl)ethenyl]-5-methoxy-1H-indole). Reaction SMILES: [OH:1][C:2]1[CH:14]=[CH:13][C:12]2[NH:11][C:10]3[CH:9]=C(I)C4C(=O)NC(=O)C=4[C:5]=3[C:4]=2[CH:3]=1.[Br-].[Cl:22][C:23]1[CH:48]=[C:47]([O:49][CH3:50])[CH:46]=[CH:45][C:24]=1[CH2:25][P+](C1C=CC=CC=1)(C1C=CC=CC=1)C1C=CC=CC=1.[Li+].[CH3:52]C([N-]C(C)C)C>>[Cl:22][C:23]1[CH:48]=[C:47]([O:49][CH3:50])[CH:46]=[CH:45][C:24]=1/[CH:25]=[CH:9]/[C:10]1[NH:11][C:12]2[C:4]([CH:5]=1)=[CH:3][C:2]([O:1][CH3:52])=[CH:14][CH:13]=2 |f:1.2,3.4|. Procedure: The 5-methoxy-1H-indole-2-carbaldehyde (1) was reacted with (2-chloro-4-methoxybenzyl)(triphenyl)phosphonium bromide (574) prepared as described in example 162 using the procedure described in example 37, except that the LDA and aldehyde were sequentially added at 0° C., the ratio of LDA:aldehyde was 1.5:1 and the reaction time was 5 h, to give (after crystallisation from CH2Cl2/pentane) the diene (575) as a pale yellow solid (the pure E isomer) (64%), mp 129–132° C. 1H NMR (CDCl3) δ 8.17 (br s,...